From a dataset of the Open Reaction Database (ORD), a public repository of structured organic reaction records. describe an organic reaction: reactants, conditions, products, and yield The reactants are C(C1=CC=CC=C1)OC(=O)NCC1(OC2=CC=C(C=C2C(=C1)N1C(C=CC=C1)=O)C#N)C (2-benzyloxycarbonylaminomethyl-2-methyl-4-(1,2-dihydro-2-oxo-1-pyridyl)-6-cyano3-chromene), OCC1(OC2=CC=C(C=C2C(=C1)N1C(C=CC=C1)=O)C#N)C (2-hydroxymethyl-2-methyl-4-(1,2-dihydro2-oxo-1-pyridyl)-6-cyano-3-chromene), O1CCC(C2=CC=CC=C12)O (4-chromanol), C(C1=CC=CC=C1)OC(=O)NCC(C)=O (1-benzyloxycarbonylamino-2-propanone), C(=O)(OCC1=CC=CC=C1)C1(OC2=CC=C(C=C2C(C1CN)=O)C#N)C (2-CBZ-aminomethyl-2-methyl-6-cyano-4-chromanone), 3,4-epoxide. The reagents and catalysts are [Pd].[C] (Pd carbon). The solvent is O1CCOCC1 (dioxane). Yields the product NCC1(OC2=CC=C(C=C2C(=C1)N1C(C=CC=C1)=O)C#N)C (2-aminomethyl-2-methyl-4-(1,2-dihydro-2-oxo-1-pyridyl)-6-cyano-3-chromene). Reaction SMILES: C(OC([NH:11][CH2:12][C:13]1([CH3:32])[CH:22]=[C:21]([N:23]2[CH:28]=[CH:27][CH:26]=[CH:25][C:24]2=[O:29])[C:20]2[C:15](=[CH:16][CH:17]=[C:18]([C:30]#[N:31])[CH:19]=2)[O:14]1)=O)C1C=CC=CC=1.C(OC(NCC(=O)C)=O)C1C=CC=CC=1.C(C1(C)C(CN)C(=O)C2C(=CC=C(C#N)C=2)O1)(OCC1C=CC=CC=1)=O.O1C2C(=CC=CC=2)C(O)CC1.OCC1(C)C=C(N2C=CC=CC2=O)C2C(=CC=C(C#N)C=2)O1>O1CCOCC1.[Pd].[C]>[NH2:11][CH2:12][C:13]1([CH3:32])[CH:22]=[C:21]([N:23]2[CH:28]=[CH:27][CH:26]=[CH:25][C:24]2=[O:29])[C:20]2[C:15](=[CH:16][CH:17]=[C:18]([C:30]#[N:31])[CH:19]=2)[O:14]1 |f:6.7|. Procedure: A solution of 1 g of 2-benzyloxycarbonylaminomethyl-2-methyl-4-(1,2-dihydro-2-oxo-1-pyridyl)-6-cyano3-chromene [obtainable from 1-benzyloxycarbonylamino-2-propanone ("1-CBZ-2-propanone") via 2-CBZ-aminomethyl-2-methyl-6-cyano-4-chromanone, the corresponding 4-chromanol, the corresponding 3-chromene and the corresponding 3,4-epoxide] in 20 ml of dioxane is hydrogenated on 0.5 g of 5% Pd-carbon at 20° C. and 1 bar until the calculated amount of H2 has been absorbed. The mixture is filtered, the so... Reactants: C, CO, CC(NC(=O)CCC(F)(F)F)C(=O)OCc1ccccc1, [Pd]. Product: CC(NC(=O)CCC(F)(F)F)C(=O)O. As a reaction SMILES: [C:22].[CH3:24][OH:25].[F:1][C:2]([CH2:3][CH2:4][C:5](=[O:6])[NH:7][CH:8]([C:9](=[O:10])[O:11][CH2:12][c:13]1[cH:14][cH:15][cH:16][cH:17][cH:18]1)[CH3:19])([F:20])[F:21].[Pd:23]>>[F:1][C:2]([CH2:3][CH2:4][C:5](=[O:6])[NH:7][CH:8]([C:9](=[O:10])[OH:11])[CH3:19])([F:20])[F:21]. The reactants are FC(C1=NN(C=2CCCCC12)C1=CC=C(C(=O)O)C=C1)(F)F (4-[3-(trifluoromethyl)-4,5,6,7-tetrahydro-1H-indazol-1-yl]benzoic acid), CNCCCC (N-methylbutylamine). Yields the product C(CCC)N(C(C1=CC=C(C=C1)N1N=C(C=2CCCCC12)C(F)(F)F)=O)C (N-butyl-N-methyl-4-[3-(trifluoromethyl)-4,5,6,7-tetrahydro-1H-indazol-1-yl]benzamide). As a reaction SMILES: [F:1][C:2]([F:22])([F:21])[C:3]1[C:11]2[CH2:10][CH2:9][CH2:8][CH2:7][C:6]=2[N:5]([C:12]2[CH:20]=[CH:19][C:15]([C:16](O)=[O:17])=[CH:14][CH:13]=2)[N:4]=1.[CH3:23][NH:24][CH2:25][CH2:26][CH2:27][CH3:28]>>[CH2:25]([N:24]([CH3:23])[C:16](=[O:17])[C:15]1[CH:14]=[CH:13][C:12]([N:5]2[C:6]3[CH2:7][CH2:8][CH2:9][CH2:10][C:11]=3[C:3]([C:2]([F:21])([F:1])[F:22])=[N:4]2)=[CH:20][CH:19]=1)[CH2:26][CH2:27][CH3:28]. Procedure: The title compound was prepared from 4-[3-(trifluoromethyl)-4,5,6,7-tetrahydro-1H-indazol-1-yl]benzoic acid and N-methylbutylamine using a similar procedure to that described for Example 2.